From a dataset of the Open Reaction Database (ORD), a public repository of structured organic reaction records. describe an organic reaction: reactants, conditions, products, and yield The reactants are CCCCCC(=O)N(Cc1ccc(C#Cc2ccc(CCCC)cc2)cc1)c1ccc(C(=O)OCC)cc1, [Na+], [OH-]. Product: CCCCCC(=O)N(Cc1ccc(C#Cc2ccc(CCCC)cc2)cc1)c1ccc(C(=O)O)cc1. RXN SMILES: [CH2:1]([CH2:2][CH2:3][CH3:4])[c:5]1[cH:6][cH:7][c:8]([C:11]#[C:12][c:13]2[cH:14][cH:15][c:16]([CH2:17][N:18]([c:19]3[cH:20][cH:21][c:22]([C:23](=[O:24])[O:25][CH2:26][CH3:27])[cH:28][cH:29]3)[C:30]([CH2:31][CH2:32][CH2:33][CH2:34][CH3:35])=[O:36])[cH:37][cH:38]2)[cH:9][cH:10]1.[Na+:40].[OH-:39]>>[CH2:1]([CH2:2][CH2:3][CH3:4])[c:5]1[cH:6][cH:7][c:8]([C:11]#[C:12][c:13]2[cH:14][cH:15][c:16]([CH2:17][N:18]([c:19]3[cH:20][cH:21][c:22]([C:23](=[O:24])[OH:25])[cH:28][cH:29]3)[C:30]([CH2:31][CH2:32][CH2:33][CH2:34][CH3:35])=[O:36])[cH:37][cH:38]2)[cH:9][cH:10]1. The reactants are O=C([O-])O, CN(C)Cc1cc(C(C)(C)C)cc(NCc2ccccc2)n1, [Na+], O=S(=O)(O)O. Yields the product CN(C)Cc1cc(C(C)(C)C)cc(N)n1. RXN SMILES: [C:23](=[O:24])([OH:25])[O-:26].[CH2:1]([c:2]1[cH:3][cH:4][cH:5][cH:6][cH:7]1)[NH:8][c:9]1[n:10][c:11]([CH2:19][N:20]([CH3:21])[CH3:22])[cH:12][c:13]([C:15]([CH3:16])([CH3:17])[CH3:18])[cH:14]1.[Na+:27].[S:28](=[O:29])(=[O:30])([OH:31])[OH:32]>>[NH2:8][c:9]1[n:10][c:11]([CH2:19][N:20]([CH3:21])[CH3:22])[cH:12][c:13]([C:15]([CH3:16])([CH3:17])[CH3:18])[cH:14]1. Reactants: NC1=CC=C(C=C1)C1=NC=C(C(=N1)O)C(=O)O (2-(4-aminophenyl)-4-hydroxy-5-pyrimidine carboxylic acid), C(C)(=O)OC(C)=O (acetic anhydride). The solvent is C(C)(=O)O (acetic acid). The product is C(C)(=O)NC1=CC=C(C=C1)C1=NC=C(C(=N1)O)C(=O)O (2-[4-(acetylamino)phenyl]-4-hydroxy-5-pyrimidine carboxylic acid). Isolated yield 97.3%. Reaction SMILES: [NH2:1][C:2]1[CH:7]=[CH:6][C:5]([C:8]2[N:13]=[C:12]([OH:14])[C:11]([C:15]([OH:17])=[O:16])=[CH:10][N:9]=2)=[CH:4][CH:3]=1.[C:18](OC(=O)C)(=[O:20])[CH3:19]>C(O)(=O)C>[C:18]([NH:1][C:2]1[CH:3]=[CH:4][C:5]([C:8]2[N:13]=[C:12]([OH:14])[C:11]([C:15]([OH:17])=[O:16])=[CH:10][N:9]=2)=[CH:6][CH:7]=1)(=[O:20])[CH3:19]. Reported procedure: A mixture of 11.6 g (50 mmol) of 2-(4-aminophenyl)-4-hydroxy-5-pyrimidine carboxylic acid, 200 ml glacial acetic acid, and 10.5 ml (110 mmol) of acetic anhydride is heated at reflux for 4 hrs. The mixture is cooled, filtered, and the solid washed with ether and dried under vacuum at 50° to give 13.3 g of 2-[4-(acetylamino)phenyl]-4-hydroxy-5-pyrimidine carboxylic acid; mp>310°. Starting materials: Cn1ncc2cc(Oc3ncccc3CN)ccc21, CCN(C(C)C)C(C)C, Cc1ccc(-n2nc(C(C)(C)C)cc2NC(=O)OCC(Cl)(Cl)Cl)cc1, CN(C)C=O. The product is Cc1ccc(-n2nc(C(C)(C)C)cc2NC(=O)NCc2cccnc2Oc2ccc3c(cnn3C)c2)cc1. RXN SMILES: [CH3:1][n:2]1[n:3][cH:4][c:5]2[cH:6][c:7]([O:11][c:12]3[n:13][cH:14][cH:15][cH:16][c:17]3[CH2:18][NH2:19])[cH:8][cH:9][c:10]12.[CH:45]([N:46]([CH2:47][CH3:48])[CH:49]([CH3:50])[CH3:51])([CH3:52])[CH3:53].[Cl:20][C:21]([Cl:22])([Cl:42])[CH2:43][O:23][C:24]([NH:25][c:26]1[n:27](-[c:35]2[cH:36][cH:37][c:38]([CH3:41])[cH:39][cH:40]2)[n:28][c:29]([C:31]([CH3:32])([CH3:33])[CH3:34])[cH:30]1)=[O:44].[O:54]=[CH:55][N:56]([CH3:57])[CH3:58]>>[CH3:1][n:2]1[n:3][cH:4][c:5]2[cH:6][c:7]([O:11][c:12]3[n:13][cH:14][cH:15][cH:16][c:17]3[CH2:18][NH:19][C:24](=[O:23])[NH:25][c:26]3[n:27](-[c:35]4[cH:36][cH:37][c:38]([CH3:41])[cH:39][cH:40]4)[n:28][c:29]([C:31]([CH3:32])([CH3:33])[CH3:34])[cH:30]3)[cH:8][cH:9][c:10]12. RXN SMILES: [CH3:1][C:2]1[CH:7]=[CH:6][C:5]([NH:8][C:9]2[S:10][CH:11]=[CH:12][N:13]=2)=[CH:4][C:3]=1[OH:14].C([O-])([O-])=O.[K+].[K+].[CH2:21](Br)[C:22]1[CH:27]=[CH:26][CH:25]=[CH:24][CH:23]=1>CC(C)=O>[CH2:21]([O:14][C:3]1[CH:4]=[C:5]([NH:8][C:9]2[S:10][CH:11]=[CH:12][N:13]=2)[CH:6]=[CH:7][C:2]=1[CH3:1])[C:22]1[CH:27]=[CH:26][CH:25]=[CH:24][CH:23]=1 |f:1.2.3|. Yields the product C(C1=CC=CC=C1)OC=1C=C(C=CC1C)NC=1SC=CN1 (N-(3-(benzyloxy)-4-methylphenyl)thiazol-2-amine). Yield: 58.0%. Procedure: Following the general procedure for O-alkylation, Method A, a mixture of 2-methyl-5-(thiazol-2-ylamino)phenol (70 mg, 0.34 mmol) and K2CO3 (52 mg, 0.32 mmol) in acetone (4.4 mL) was treated with benzyl bromide (58 mg, 0.34 mmol) at RT. Reaction control by TLC showed full conversion after 2 h 30 min. Subsequent benzyl bromide (20 microliter) and K2CO3 (20 mg) were added and stirred over night The title compound was obtained after purification by flash chromatography on silica gel (hexane:EtOAc 3/... The reactants are CC1=C(C=C(C=C1)NC=1SC=CN1)O (2-methyl-5-(thiazol-2-ylamino)phenol), C(=O)([O-])[O-].[K+].[K+] (K2CO3), C(C1=CC=CC=C1)Br (benzyl bromide), C(C1=CC=CC=C1)Br (benzyl bromide), C(=O)([O-])[O-].[K+].[K+] (K2CO3). Run in CC(=O)C (acetone). The product is COc1ccc2c(c1)C(C#N)c1ccccc1CO2. Reactants: CCCCCC, COc1ccc2c(c1)C(Cl)c1ccccc1CO2, N#C[Cu], c1ccccc1. As a reaction SMILES: [CH3:28][CH2:29][CH2:30][CH2:31][CH2:32][CH3:33].[Cl:1][CH:2]1[c:3]2[c:4]([cH:13][cH:14][c:15]([O:17][CH3:18])[cH:16]2)[O:5][CH2:6][c:7]2[c:8]1[cH:9][cH:10][cH:11][cH:12]2.[Cu:19][C:20]#[N:21].[cH:22]1[cH:23][cH:24][cH:25][cH:26][cH:27]1>>[CH:2]1([C:20]#[N:21])[c:3]2[c:4]([cH:13][cH:14][c:15]([O:17][CH3:18])[cH:16]2)[O:5][CH2:6][c:7]2[c:8]1[cH:9][cH:10][cH:11][cH:12]2.